From a dataset of the Open Reaction Database (ORD), a public repository of structured organic reaction records. describe an organic reaction: reactants, conditions, products, and yield The reactants are NC(C1=CC(=C(C(=O)OC)C=C1)F)=NO (methyl 4-[amino(hydroxyimino)methyl]-2-fluorobenzoate), C(#N)C=1C=C(CN(C(OC(C)(C)C)=O)CCO)C=CC1 (tert-Butyl 3-cyanobenzyl(2-hydroxyethyl)carbamate). Yields the product N\C(\C=1C=C(CN(C(OC(C)(C)C)=O)CCO)C=CC1)=N/O (tert-Butyl 3-[(Z)-amino(hydroxyimino)methyl]benzyl(2-hydroxyethyl)carbamate). Reaction SMILES: [NH2:1][C:2](=[N:14][OH:15])[C:3]1[CH:12]=[CH:11][C:6](C(OC)=O)=[C:5](F)[CH:4]=1.C(C1C=C(C=CC=1)[CH2:21][N:22]([CH2:30][CH2:31][OH:32])[C:23](=[O:29])[O:24][C:25]([CH3:28])([CH3:27])[CH3:26])#N>>[NH2:1]/[C:2](=[N:14]\[OH:15])/[C:3]1[CH:4]=[C:5]([CH:6]=[CH:11][CH:12]=1)[CH2:21][N:22]([CH2:30][CH2:31][OH:32])[C:23](=[O:29])[O:24][C:25]([CH3:28])([CH3:26])[CH3:27]. Procedure details: Title compound was prepared following procedure described for Intermediate 1 step 2 but starting from tert-Butyl 3-cyanobenzyl(2-hydroxyethyl)carbamate obtained from step 2 (6 g, 0.0217 mol) (RT for 12 h). Reaction mixture was concentrated under reduced pressure and purified by column chromatography using silica gel and chloroform/methanol as a eluent to afford the title compound as a white solid. 1H NMR (DMSO-d6, 400 MHz) δ 9.60 (s, 1H), 7.52-7.53 (m, 2H), 7.31-7.34 (m, 1H), 7.19-7.20 (m, 1H), ... The reactants are C[Si](C)(C)C=[N+]=[N-], COc1cc([N+](=O)[O-])ccc1CC(=O)O, CO, ClCCl. Product: COC(=O)Cc1ccc([N+](=O)[O-])cc1OC. Reaction SMILES: [CH3:16][Si:17]([CH:18]=[N+:19]=[N-:20])([CH3:21])[CH3:22].[CH3:1][O:2][c:3]1[c:4]([CH2:12][C:13](=[O:14])[OH:15])[cH:5][cH:6][c:7]([N+:9](=[O:10])[O-:11])[cH:8]1.[CH3:26][OH:27].[Cl:23][CH2:24][Cl:25]>>[CH3:1][O:2][c:3]1[c:4]([CH2:12][C:13](=[O:14])[O:15][CH3:16])[cH:5][cH:6][c:7]([N+:9](=[O:10])[O-:11])[cH:8]1. Run in CN(C)C=O (DMF), CCOC(=O)C (EtOAc). The reagents and catalysts are Cl[Pd]([P](C1=CC=CC=C1)(C2=CC=CC=C2)C3=CC=CC=C3)([P](C4=CC=CC=C4)(C5=CC=CC=C5)C6=CC=CC=C6)Cl (PdCl2(PPh3)2), [Cu]I (CuI). Conditions: temperature 100 celsius. As a reaction SMILES: [CH3:1][O:2][C:3](=[O:26])[C:4]1[CH:9]=[CH:8][CH:7]=[C:6]([CH2:10][N:11]2[C:15](=[O:16])[C:14]([C:18]3[CH:23]=[CH:22][CH:21]=[C:20](Br)[CH:19]=3)([CH3:17])[NH:13][C:12]2=[O:25])[CH:5]=1.[C:27]([NH:37][CH2:38][C:39]#[CH:40])([O:29][CH2:30][C:31]1[CH:36]=[CH:35][CH:34]=[CH:33][CH:32]=1)=[O:28].N(C(C)C)C(C)C>CN(C=O)C.CCOC(C)=O.[Cu]I.Cl[Pd](Cl)([P](C1C=CC=CC=1)(C1C=CC=CC=1)C1C=CC=CC=1)[P](C1C=CC=CC=1)(C1C=CC=CC=1)C1C=CC=CC=1>[CH3:1][O:2][C:3](=[O:26])[C:4]1[CH:9]=[CH:8][CH:7]=[C:6]([CH2:10][N:11]2[C:15](=[O:16])[C:14]([C:18]3[CH:23]=[CH:22][CH:21]=[C:20]([C:40]#[C:39][CH2:38][NH:37][C:27]([O:29][CH2:30][C:31]4[CH:32]=[CH:33][CH:34]=[CH:35][CH:36]=4)=[O:28])[CH:19]=3)([CH3:17])[NH:13][C:12]2=[O:25])[CH:5]=1 |^1:63,82|. Reactants: COC(C1=CC(=CC=C1)CN1C(NC(C1=O)(C)C1=CC(=CC=C1)Br)=O)=O (3-[4-(3-Bromo-phenyl)-4-methyl-2,5-dioxo-imidazolidin-1-ylmethyl]-benzoic acid methyl ester), C(=O)(OCC1=CC=CC=C1)NCC#C (N-Cbz-propargylamine), N(C(C)C)C(C)C (iPr2NH). Yields the product COC(C1=CC(=CC=C1)CN1C(NC(C1=O)(C)C1=CC(=CC=C1)C#CCNC(=O)OCC1=CC=CC=C1)=O)=O (3-{4-[3-(3-Benzyloxycarbonylamino-prop-1-ynyl)-phenyl]-4-methyl-2,5-dioxo-imidazolidin-1-ylmethyl}-benzoic acid methyl ester). Procedure: A mixture of hydantoin 2 (830 mg, 2 mmol), N-Cbz-propargylamine (460 mg, 2.43 mmol; prepared according to the literature by Yasuda et al., patent application 2003, US 2003/0004353), CuI (20 mg, 0.1 mmol), PdCl2(PPh3)2 (70 mg, 0.1 mmol) and iPr2NH (850 μL, 6 mmol) in DMF (5 mL) was heated for 15 min at 100° C. (Smith Microwave Synthesizer). The reaction mixture was diluted with EtOAc, washed with 1 M HCl (2×), NaHCO3 (1×), water (3×) and brine (1×), then dried over MgSO4, filtered and concentrate... Starting materials: BrC1=CC2=C(OC(OC2)(C)C)C=C1 (6-bromo-2,2-dimethyl-4H-1,3-benzodioxin), C1(=CC=CC=C1)C(N1C=NC(=C1)C=O)(C1=CC=CC=C1)C1=CC=CC=C1 (1-triphenylmethyl-1H-imidazole-4-carboxaldehyde). Product: CC1(OCC2=C(O1)C=CC(=C2)C(O)C=2N=CN(C2)C(C2=CC=CC=C2)(C2=CC=CC=C2)C2=CC=CC=C2)C (alpha-(2,2-Dimethyl-4H-1,3-benzodioxin-6-yl)-1-triphenylmethyl-1H-imidazole-4-methanol). The yield is 54.5%. Reaction SMILES: Br[C:2]1[CH:13]=[CH:12][C:5]2[O:6][C:7]([CH3:11])([CH3:10])[O:8][CH2:9][C:4]=2[CH:3]=1.[C:14]1([C:20]([C:34]2[CH:39]=[CH:38][CH:37]=[CH:36][CH:35]=2)([C:28]2[CH:33]=[CH:32][CH:31]=[CH:30][CH:29]=2)[N:21]2[CH:25]=[C:24]([CH:26]=[O:27])[N:23]=[CH:22]2)[CH:19]=[CH:18][CH:17]=[CH:16][CH:15]=1>>[CH3:10][C:7]1([CH3:11])[O:6][C:5]2[CH:12]=[CH:13][C:2]([CH:26]([C:24]3[N:23]=[CH:22][N:21]([C:20]([C:14]4[CH:19]=[CH:18][CH:17]=[CH:16][CH:15]=4)([C:28]4[CH:29]=[CH:30][CH:31]=[CH:32][CH:33]=4)[C:34]4[CH:39]=[CH:38][CH:37]=[CH:36][CH:35]=4)[CH:25]=3)[OH:27])=[CH:3][C:4]=2[CH2:9][O:8]1. Procedure details: Starting from 6-bromo-2,2-dimethyl-4H-1,3-benzodioxin and 1-triphenylmethyl-1H-imidazole-4-carboxaldehyde. The temperature of the reaction mixture does not exceed 40° C. Yield: 54.5% of theory; M.P.: 155°-162° C. (recrystallized from acetonitrile). The reactants are BrC=1C=C2C(=NC(=NC2=CC1)NC)OCC ((6-bromo-4-ethoxy-quinazolin-2-yl)-methyl-amine), resultant mixture, C(C)#N (acetonitrile), CS(=O)C (DMSO), C(=O)[O-].[Na+] (sodium formate). Reagents/catalysts: C=1C=CC(=CC1)[P](C=2C=CC=CC2)(C=3C=CC=CC3)[Pd]([P](C=4C=CC=CC4)(C=5C=CC=CC5)C=6C=CC=CC6)([P](C=7C=CC=CC7)(C=8C=CC=CC8)C=9C=CC=CC9)[P](C=1C=CC=CC1)(C=1C=CC=CC1)C=1C=CC=CC1 (tetrakis(triphenylphosphine)palladium(0)). The solvent is O (water). Run at time 48 hour. The product is C(C)OC1=NC(=NC2=CC=C(C=C12)C=O)NC (4-ethoxy-2-methylamino-quinazoline-6-carbaldehyde). The yield is 30.1%. Reaction SMILES: C(#N)C.CS(C)=O.[CH:8]([O-:10])=O.[Na+].Br[C:13]1[CH:14]=[C:15]2[C:20](=[CH:21][CH:22]=1)[N:19]=[C:18]([NH:23][CH3:24])[N:17]=[C:16]2[O:25][CH2:26][CH3:27]>C1C=CC([P]([Pd]([P](C2C=CC=CC=2)(C2C=CC=CC=2)C2C=CC=CC=2)([P](C2C=CC=CC=2)(C2C=CC=CC=2)C2C=CC=CC=2)[P](C2C=CC=CC=2)(C2C=CC=CC=2)C2C=CC=CC=2)(C2C=CC=CC=2)C2C=CC=CC=2)=CC=1.O>[CH2:26]([O:25][C:16]1[C:15]2[C:20](=[CH:21][CH:22]=[C:13]([CH:8]=[O:10])[CH:14]=2)[N:19]=[C:18]([NH:23][CH3:24])[N:17]=1)[CH3:27] |f:2.3,^1:31,33,52,71|. Procedure details: To a combined solution of acetonitrile (40 mL) and DMSO (40 mL) was added tetrakis(triphenylphosphine)palladium(0) (1.65 g, 1.43 mmol), anhydrous sodium formate (5.82 g, 85.6 mmol) followed by powder (6-bromo-4-ethoxy-quinazolin-2-yl)-methyl-amine (4 g, 14.3 mmol) and the resultant mixture was heated to 85° C., 50 psi under CO atmosphere. After being stirred for 48 hours, the cooled mixture was poured to water and extracted with DCM (3×200 mL). The combined organic phase was washed with brine, d... The reactants are COC(CC1=C(C=C(C=C1)Cl)F)=O ((4-chloro-2-fluoro-phenyl)-acetic Acid Methyl Ester), C(C)C(CC)(C1=CC(=C(C=C1)B1OC(C(O1)(C)C)(C)C)C)C1=CC(=C(OCC(C(C)(C)C)O)C=C1)C (1-(4-{1-ethyl-1-[3-methyl-4-(4,4,5,5-tetramethyl-[1,3,2]dioxaborolan-2-yl)-phenyl]-propyl}-2-methyl-phenoxy)-3,3-dimethyl-butan-2-ol), C1(CCCCC1)P(C1=C(C=CC=C1)C1=C(C=CC=C1OC)OC)C1CCCCC1 (2-dicyclohexylphosphino-2′,6′-dimethoxybiphenyl), P(=O)([O-])([O-])[O-].[K+].[K+].[K+] (potassium phosphate). Reagents/catalysts: C(C)(=O)[O-].[Pd+2].C(C)(=O)[O-] (palladium acetate). Run in C1(=CC=CC=C1)C (toluene), O (water), C1(=CC=CC=C1)C (toluene). Reaction conditions: temperature 100 celsius, time 1 hour. Product: COC(CC1=C(C=C(C=C1)C1=C(C=C(C=C1)C(CC)(C1=CC(=C(C=C1)OCC(C(C)(C)C)O)C)CC)C)F)=O ((4′-{1-ethyl-1-[4-(2-hydroxy-3,3-dimethyl-butoxy)-3-methyl-phenyl]-propyl}-3-fluoro-2′-methyl-biphenyl-4-yl)-acetic Acid Methyl Ester). Yield: 32.9%. Reaction SMILES: C1(P(C2CCCCC2)C2C=CC=CC=2C2C(OC)=CC=CC=2OC)CCCCC1.P([O-])([O-])([O-])=O.[K+].[K+].[K+].[CH3:38][O:39][C:40](=[O:50])[CH2:41][C:42]1[CH:47]=[CH:46][C:45](Cl)=[CH:44][C:43]=1[F:49].[CH2:51]([C:53]([C:72]1[CH:85]=[CH:84][C:75]([O:76][CH2:77][CH:78]([OH:83])[C:79]([CH3:82])([CH3:81])[CH3:80])=[C:74]([CH3:86])[CH:73]=1)([C:56]1[CH:61]=[CH:60][C:59](B2OC(C)(C)C(C)(C)O2)=[C:58]([CH3:71])[CH:57]=1)[CH2:54][CH3:55])[CH3:52]>O.C1(C)C=CC=CC=1.C([O-])(=O)C.[Pd+2].C([O-])(=O)C>[CH3:38][O:39][C:40](=[O:50])[CH2:41][C:42]1[CH:47]=[CH:46][C:45]([C:59]2[CH:60]=[CH:61][C:56]([C:53]([CH2:51][CH3:52])([C:72]3[CH:85]=[CH:84][C:75]([O:76][CH2:77][CH:78]([OH:83])[C:79]([CH3:81])([CH3:82])[CH3:80])=[C:74]([CH3:86])[CH:73]=3)[CH2:54][CH3:55])=[CH:57][C:58]=2[CH3:71])=[CH:44][C:43]=1[F:49] |f:1.2.3.4,9.10.11|. Reported procedure: A solution of palladium acetate (3.8 mg, 0.0169 mmol), 2-dicyclohexylphosphino-2′,6′-dimethoxybiphenyl (13.9 mg, 0.0339 mmol) and potassium phosphate (72.0 mg, 0.33 mmol) in water (0.050 mL) and toluene (0.200 mL) was stirred for three minutes. A solution of (4-chloro-2-fluoro-phenyl)acetic acid methyl ester (Example 40; 36.8 mg, 0.18 mmol) and 1-(4-{1-ethyl-1-[3-methyl-4-(4,4,5,5-tetramethyl-[1,3,2]dioxaborolan-2-yl)-phenyl]-propyl}-2-methyl-phenoxy)-3,3-dimethyl-butan-2-ol (Example 31; 60.0 mg...